This data is from the Open Reaction Database (ORD), a public repository of structured organic reaction records. The task is: describe an organic reaction: reactants, conditions, products, and yield Starting materials: CCOC(=O)c1ccccc1Br, C=CN1CCCC1=O, Cl, [H-], [Na+], C1CCOC1. The product is Brc1ccccc1C1=NCCC1. As a reaction SMILES: [Br:11][c:12]1[c:13]([C:14]([O:15][CH2:16][CH3:17])=[O:18])[cH:19][cH:20][cH:21][cH:22]1.[CH:3]([N:5]1[C:6](=[O:4])[CH2:7][CH2:8][CH2:9]1)=[CH2:10].[ClH:23].[H-:1].[Na+:2].[O:24]1[CH2:25][CH2:26][CH2:27][CH2:28]1>>[N:5]1=[C:6]([c:13]2[c:12]([Br:11])[cH:22][cH:21][cH:20][cH:19]2)[CH2:7][CH2:8][CH2:9]1. Starting materials: NCC(C(=O)N(CC1=C(C(=CC=C1)Cl)Cl)C1CC1)CC1=CC=C(C=C1)CCCOC1=C(C(=CC=C1F)F)Cl (3-Amino-2-{4-[3-(2-chloro-3,6-difluorophenoxy)propyl]benzyl}-N-cyclopropyl-N-(2,3-dichlorobenzyl)propanamide), C=O (paraformaldehyde). The product is ClC1=C(OCCCC2=CC=C(CC(C(=O)N(CC3=C(C(=CC=C3)Cl)Cl)C3CC3)CNC)C=C2)C(=CC=C1F)F (2-{4-[3-(2-Chloro-3,6-difluorophenoxy)propyl]benzyl}-N-cyclopropyl-N-(2,3-dichlorobenzyl)-3-(methylamino)propanamide). As a reaction SMILES: [NH2:1][CH2:2][CH:3]([CH2:19][C:20]1[CH:25]=[CH:24][C:23]([CH2:26][CH2:27][CH2:28][O:29][C:30]2[C:35]([F:36])=[CH:34][CH:33]=[C:32]([F:37])[C:31]=2[Cl:38])=[CH:22][CH:21]=1)[C:4]([N:6]([CH:16]1[CH2:18][CH2:17]1)[CH2:7][C:8]1[CH:13]=[CH:12][CH:11]=[C:10]([Cl:14])[C:9]=1[Cl:15])=[O:5].[CH2:39]=O>>[Cl:38][C:31]1[C:32]([F:37])=[CH:33][CH:34]=[C:35]([F:36])[C:30]=1[O:29][CH2:28][CH2:27][CH2:26][C:23]1[CH:24]=[CH:25][C:20]([CH2:19][CH:3]([CH2:2][NH:1][CH3:39])[C:4]([N:6]([CH:16]2[CH2:17][CH2:18]2)[CH2:7][C:8]2[CH:13]=[CH:12][CH:11]=[C:10]([Cl:14])[C:9]=2[Cl:15])=[O:5])=[CH:21][CH:22]=1. Reported procedure: Prepared according to the procedure described in Example 19 but using instead 3-amino-2-{4-[3-(2-chloro-3,6-difluorophenoxy)propyl]benzyl}-N-cyclopropyl-N-(2,3-dichlorobenzyl)propanamide (Example 15) and paraformaldehyde. The title compound was obtained as a colorless oil. MS (ESI+): 595.3. The reactants are O1CCCC1 (tetrahydrofuran), CC(CCCC)=O (2-hexanone), O1CCCC1 (tetrahydrofuran), C[Si](C#CCOC1OCCCC1)(C)C (1-trimethylsilyl-3-tetrahydropyranyloxy-1-propyne), O1CCCC1 (tetrahydrofuran), C(CCC)[Li] (butyl lithium). The reagents and catalysts are [I-].[Zn+2].[I-] (zinc iodide). Solvent: O (water), CCCCCC (hexane). Reaction conditions: temperature -70 celsius, time 20 minute. The product is C[Si](C#CC(C(CCCC)C)OC1OCCCC1)(C)C (1-trimethylsilyl-3-tetrahydropyranyloxy-4-methyl-1-octyne). Reaction SMILES: [CH3:1][Si:2]([CH3:14])([CH3:13])[C:3]#[C:4][CH2:5][O:6][CH:7]1[CH2:12][CH2:11][CH2:10][CH2:9][O:8]1.O1CCCC1.C([Li])CCC.[CH3:25][C:26](=O)[CH2:27][CH2:28][CH2:29][CH3:30]>CCCCCC.[I-].[Zn+2].[I-].O>[CH3:14][Si:2]([CH3:13])([CH3:1])[C:3]#[C:4][CH:5]([O:6][CH:7]1[CH2:12][CH2:11][CH2:10][CH2:9][O:8]1)[CH:26]([CH3:25])[CH2:27][CH2:28][CH2:29][CH3:30] |f:5.6.7|. Procedure: To 13.6 parts of the above ether in 100 parts by volume of tetrahydrofuran at -70° C is added 37 parts by volume of 2.4 molar butyl lithium in hexane. This mixture is stirred for 20 minutes at -70° C and the solution is allowed to stand for 45 minutes and then 17.8 parts of zinc iodide in 350 parts by volume of tetrahydrofuran is added while maintaining the temperature at -70° C. The resulting yellow solution is stirred for 1 hour and 8 parts of 2-hexanone in 50 parts by volume of tetrahydrofura...